From a dataset of the Open Reaction Database (ORD), a public repository of structured organic reaction records. describe an organic reaction: reactants, conditions, products, and yield As a reaction SMILES: [CH3:1][C:2]1([CH3:24])[C:6]([C:7]2[CH:12]=[C:11]([CH2:13]O)[CH:10]=[CH:9][C:8]=2[C:15]2[CH:20]=[C:19]([O:21][CH3:22])[CH:18]=[CH:17][C:16]=2[F:23])=[CH:5][CH2:4][CH2:3]1.CN(C=O)C.S(Cl)([Cl:32])=O>C(Cl)Cl>[Cl:32][CH2:13][C:11]1[CH:10]=[CH:9][C:8]([C:15]2[CH:20]=[C:19]([O:21][CH3:22])[CH:18]=[CH:17][C:16]=2[F:23])=[C:7]([C:6]2[C:2]([CH3:24])([CH3:1])[CH2:3][CH2:4][CH:5]=2)[CH:12]=1. Reactants: CC1(CCC=C1C1=C(C=CC(=C1)CO)C1=C(C=CC(=C1)OC)F)C ((2-(5,5-Dimethyl-1-cyclopenten-1-yl)-2′-fluoro-5′-(methyloxy)-1,1′-biphenyl-4-yl)methanol), CN(C)C=O (DMF), S(=O)(Cl)Cl (thionyl chloride). Product: ClCC1=CC(=C(C=C1)C1=C(C=CC(=C1)OC)F)C1=CCCC1(C)C (4-(Chloromethyl)-2-(5,5-dimethyl-1-cyclopenten-1-yl)-2′-fluoro-5′-(methyloxy)-1,1′-biphenyl). Run at time 1 hour. The solvent is C(Cl)Cl (DCM). Procedure details: To a solution of compound T2.6 (1.10 g, 3.37 mmol) and a catalytic amount of DMF (0.10 mL) in DCM (12.0 mL), was slowly added thionyl chloride (0.802 g, 6.74 mmol) at 0° C. After addition, the reaction mixture was stirred at room temperature for 1 hour. The solvent was removed under reduced pressure, and the resulting residue was purified by CombiFlash®® silica gel column chromatography eluting with hexane/EtOAc, 100/0 to 95/5) to give the title compound T2 (1.15 g). 1H NMR (400 MHz, CDCl3) δ pp... Starting materials: C(C1=CC=CC=C1)O[C@@H]1[C@@]2(CO[C@]([C@@H]([C@H]1OCC1=CC=CC=C1)OCC1=CC=CC=C1)(O2)C2=CC(=C(C=C2)Cl)CC2=CC=C(C=C2)OC(F)(F)F)CO ([(1S,2S,3S,4R,5S)-2,3,4-tribenzyloxy-5-[4-chloro-3-[[4-(trifluoromethoxy) phenyl]methyl]phenyl]-6,8-dioxabicyclo[3.2.1]octan-1-yl]methanol), Cl[O-].[Na+] (sodium hypochlorite), C([O-])(O)=O.[Na+] (sodium bicarbonate), [Br-].[K+] (potassium bromide), Cl (HCl). Yields the product C(C1=CC=CC=C1)O[C@@H]1[C@@]2(CO[C@]([C@@H]([C@H]1OCC1=CC=CC=C1)OCC1=CC=CC=C1)(O2)C2=CC(=C(C=C2)Cl)CC2=CC=C(C=C2)OC(F)(F)F)C(=O)O ((1S,2S,3S,4R,5S)-2,3,4-tribenzyloxy-5-[4-chloro-3-[[4-(trifluoromethoxy)phenyl]methyl]phenyl]-6,8-dioxabicyclo[3.2.1]octane-1-carboxylic acid). Reported procedure: To a solution of [(1S,2S,3S,4R,5S)-2,3,4-tribenzyloxy-5-[4-chloro-3-[[4-(trifluoromethoxy) phenyl]methyl]phenyl]-6,8-dioxabicyclo[3.2.1]octan-1-yl]methanol 150 (0.45 g, 0.60 mmol, obtained from the synthetic method described in step 13 of example 15) in tetrahydrofuran (8 mL) were added sodium bicarbonate (0.56 g, 6.62 mmol), potassium bromide (14.3 mg, 0.12 mmol) and 2,2,6,6-tetramethylpiperidinooxy (9.38 mg, 0.06 mmol) in turn at 0° C., and then sodium hypochlorite (19 mL, available chlorine ≧... The solvent is O1CCCC1 (tetrahydrofuran). Isolated yield 100.0%. RXN SMILES: [CH2:1]([O:8][C@H:9]1[C@H:15]([O:16][CH2:17][C:18]2[CH:23]=[CH:22][CH:21]=[CH:20][CH:19]=2)[C@@H:14]([O:24][CH2:25][C:26]2[CH:31]=[CH:30][CH:29]=[CH:28][CH:27]=2)[C@:13]2([C:33]3[CH:38]=[CH:37][C:36]([Cl:39])=[C:35]([CH2:40][C:41]4[CH:46]=[CH:45][C:44]([O:47][C:48]([F:51])([F:50])[F:49])=[CH:43][CH:42]=4)[CH:34]=3)[O:32][C@@:10]1([CH2:52][OH:53])[CH2:11][O:12]2)[C:2]1[CH:7]=[CH:6][CH:5]=[CH:4][CH:3]=1.C(=O)(O)[O-:55].[Na+].[Br-].[K+].Cl[O-].[Na+].Cl>O1CCCC1>[CH2:1]([O:8][C@H:9]1[C@H:15]([O:16][CH2:17][C:18]2[CH:23]=[CH:22][CH:21]=[CH:20][CH:19]=2)[C@@H:14]([O:24][CH2:25][C:26]2[CH:31]=[CH:30][CH:29]=[CH:28][CH:27]=2)[C@:13]2([C:33]3[CH:38]=[CH:37][C:36]([Cl:39])=[C:35]([CH2:40][C:41]4[CH:42]=[CH:43][C:44]([O:47][C:48]([F:51])([F:50])[F:49])=[CH:45][CH:46]=4)[CH:34]=3)[O:32][C@@:10]1([C:52]([OH:55])=[O:53])[CH2:11][O:12]2)[C:2]1[CH:3]=[CH:4][CH:5]=[CH:6][CH:7]=1 |f:1.2,3.4,5.6|. Reaction conditions: time 1 hour. Reactants: CO, CON=O, O=N[O-], [Na+], [Na+], [OH-], O, O=S(=O)(O)O, Cc1ccc(CC#N)cc1. Product: Cc1ccc(C(C#N)=NO)cc1. As a reaction SMILES: [CH3:26][OH:27].[N:13](=[O:14])[O:15][CH3:16].[N:22]([O-:23])=[O:24].[Na+:12].[Na+:25].[OH-:11].[OH2:28].[S:17](=[O:18])(=[O:19])([OH:20])[OH:21].[c:1]1([CH3:10])[cH:2][cH:3][c:4]([CH2:7][C:8]#[N:9])[cH:5][cH:6]1>>[c:1]1([CH3:10])[cH:2][cH:3][c:4]([C:7]([C:8]#[N:9])=[N:13][OH:14])[cH:5][cH:6]1. Reaction conditions: time 16 hour. Solvent: C1CCOC1 (THF). As a reaction SMILES: [CH3:1][C:2]([Si:5]([CH3:26])([CH3:25])[O:6][C@H:7]1[CH2:12][C@@H:11]([CH2:13]O)[CH2:10][N:9]([C:15]([O:17][CH2:18][C:19]2[CH:24]=[CH:23][CH:22]=[CH:21][CH:20]=2)=[O:16])[CH2:8]1)([CH3:4])[CH3:3].[C:27]1(=[O:37])[NH:31][C:30](=[O:32])[C:29]2=[CH:33][CH:34]=[CH:35][CH:36]=[C:28]12.C1(P(C2C=CC=CC=2)C2C=CC=CC=2)C=CC=CC=1.N(C(OCC)=O)=NC(OCC)=O>C1COCC1>[CH3:1][C:2]([Si:5]([CH3:25])([CH3:26])[O:6][C@H:7]1[CH2:12][C@@H:11]([CH2:13][N:31]2[C:27](=[O:37])[C:28]3[C:29](=[CH:33][CH:34]=[CH:35][CH:36]=3)[C:30]2=[O:32])[CH2:10][N:9]([C:15]([O:17][CH2:18][C:19]2[CH:20]=[CH:21][CH:22]=[CH:23][CH:24]=2)=[O:16])[CH2:8]1)([CH3:4])[CH3:3]. The yield is 96.9%. Procedure: To cis-phenylmethyl (3RS,5RS)-3-{[(1,1-dimethylethyl)(dimethyl)silyl]oxy}-5-(hydroxymethyl)-1-piperidinecarboxylate (550 mg; 1.4 mmol) in THF (25 ml) was added phthalimide (250 mg; 1.7 mmol), triphenylphosphine (450 mg; 1.7 mmol), and diethyl azodicarboxylate (300 mg; 1.7 mmol). The reaction was allowed to stir at room temperature under N2 for 16 hours. The reaction was partitioned between EtOAc (150 ml) and water (50 ml), the layers were separated, the organic layer was washed with brine and dr... Product: CC(C)(C)[Si](O[C@@H]1CN(C[C@@H](C1)CN1C(C2=CC=CC=C2C1=O)=O)C(=O)OCC1=CC=CC=C1)(C)C (cis-Phenylmethyl (3RS,5RS)-3-{[(1,1-dimethylethyl)(dimethyl)silyl]oxy}-5-[(1,3-dioxo-1,3-dihydro-2H-isoindol-2-yl)methyl]-1-piperidinecarboxylate). Starting materials: CC(C)(C)[Si](O[C@@H]1CN(C[C@@H](C1)CO)C(=O)OCC1=CC=CC=C1)(C)C (cis-phenylmethyl (3RS,5RS)-3-{[(1,1-dimethylethyl)(dimethyl)silyl]oxy}-5-(hydroxymethyl)-1-piperidinecarboxylate), C1(C=2C(C(N1)=O)=CC=CC2)=O (phthalimide), C1(=CC=CC=C1)P(C1=CC=CC=C1)C1=CC=CC=C1 (triphenylphosphine), N(=NC(=O)OCC)C(=O)OCC (diethyl azodicarboxylate). Reactants: N1C=CC=2C1=NC=CC2NC(C2=CC=C(C=C2)[C@@H](C)NC(=O)OCC2=CC=CC=C2)=O ((R)—N-(1H-pyrrolo[2,3-b]pyridin-4-yl)-4-(1-benzyloxycarbonylaminoethyl)benzamide), Cl.CO (hydrochloric acid methanol). The reagents and catalysts are [C+4].[OH-].[Pd+2].[OH-].[OH-].[OH-].[OH-].[OH-] (palladium hydroxide carbon). Run in CO (methanol). Reaction conditions: temperature 40 celsius, time 1 hour. Yields the product Cl.Cl.N1C=CC=2C1=NC=CC2NC(C2=CC=C(C=C2)[C@@H](C)N)=O ((R)-(+)-N-(1H-pyrrolo[2,3-b]pyridin-4-yl)-4-(1-aminoethyl)benzamide dihydrochloride). RXN SMILES: [NH:1]1[C:5]2=[N:6][CH:7]=[CH:8][C:9]([NH:10][C:11](=[O:31])[C:12]3[CH:17]=[CH:16][C:15]([C@H:18]([NH:20]C(OCC4C=CC=CC=4)=O)[CH3:19])=[CH:14][CH:13]=3)=[C:4]2[CH:3]=[CH:2]1.[ClH:32].CO>[C+4].[OH-].[Pd+2].[OH-].[OH-].[OH-].[OH-].[OH-].CO>[ClH:32].[ClH:32].[NH:1]1[C:5]2=[N:6][CH:7]=[CH:8][C:9]([NH:10][C:11](=[O:31])[C:12]3[CH:17]=[CH:16][C:15]([C@H:18]([NH2:20])[CH3:19])=[CH:14][CH:13]=3)=[C:4]2[CH:3]=[CH:2]1 |f:1.2,3.4.5.6.7.8.9.10,12.13.14|. Procedure: To a mixture of (R)—N-(1H-pyrrolo[2,3-b]pyridin-4-yl)-4-(1-benzyloxycarbonylaminoethyl)benzamide (200 mg), 15% hydrochloric acid-methanol (1 mL) and methanol (6 mL) was added 10% palladium hydroxide carbon (80 mg), and the mixture was stirred under a hydrogen stream at 40° C. for 1 hr. After the reaction, the catalyst was filtered off and the residue was concentrated under reduced pressure. The obtained crystals were recrystallized from methanol-ether to give (R)-(+)-N-(1H-pyrrolo[2,3-b]pyridin-... Starting materials: COC1=CC=C(C(=O)Cl)C=C1 (4-methoxybenzoyl chloride), ice water, [Cl-].[Al+3].[Cl-].[Cl-] (Aluminum chloride), COC1=C(C=CC=C1)OC (1,2-dimethoxybenzene). The solvent is C(Cl)Cl (methylene chloride), C(Cl)Cl (methylene chloride). Reaction conditions: time 20 minute. The product is COC=1C=C(C=CC1OC)C(=O)C1=CC=C(C=C1)OC ((3,4-dimethoxy-phenyl)-(4-methoxy-phenyl)methanone). Isolated yield 91.7%. RXN SMILES: [Cl-].[Al+3].[Cl-].[Cl-].[CH3:5][O:6][C:7]1[CH:12]=[CH:11][CH:10]=[CH:9][C:8]=1[O:13][CH3:14].[CH3:15][O:16][C:17]1[CH:25]=[CH:24][C:20]([C:21](Cl)=[O:22])=[CH:19][CH:18]=1>C(Cl)Cl>[CH3:5][O:6][C:7]1[CH:12]=[C:11]([C:21]([C:20]2[CH:24]=[CH:25][C:17]([O:16][CH3:15])=[CH:18][CH:19]=2)=[O:22])[CH:10]=[CH:9][C:8]=1[O:13][CH3:14] |f:0.1.2.3|. Procedure: Aluminum chloride (2.15 g, 16.12 mmol) was added to a stirred mixture of 1,2-dimethoxybenzene (2.03 g, 14.65 mmol) in anhydrous methylene chloride (20 ml) in an ice bath. Then a solution of 4-methoxybenzoyl chloride (2.50 g, 14.65 mmol) in anhydrous methylene chloride (50 ml) was added. The mixture was allowed to warm up to rt, then refluxed overnight. After cooling down to rt, the mixture was poured to ice water (50 ml), stirred for 20 min., and extracted with methylene chloride (3×50 ml). The ... Reactants: N[C@H]1C[C@@H](O[C@@H]1CO)N1C(=O)NC(=O)C(C)=C1 (3'-Amino-3'-deoxythymidine), CN=C=O (methyl isocyanate). The solvent is CO (methanol). Reaction conditions: time 1 hour. Yields the product CNC(N[C@H]1C[C@@H](O[C@@H]1CO)N1C(=O)NC(=O)C(C)=C1)=O (3'-(3-Methylureido)-3'-deoxythymidine). Reaction SMILES: [NH2:1][C@@H:2]1[C@@H:6]([CH2:7][OH:8])[O:5][C@@H:4]([N:9]2[CH:17]=[C:15]([CH3:16])[C:13](=[O:14])[NH:12][C:10]2=[O:11])[CH2:3]1.[CH3:18][N:19]=[C:20]=[O:21]>CO>[CH3:18][NH:19][C:20](=[O:21])[NH:1][C@@H:2]1[C@@H:6]([CH2:7][OH:8])[O:5][C@@H:4]([N:9]2[CH:17]=[C:15]([CH3:16])[C:13](=[O:14])[NH:12][C:10]2=[O:11])[CH2:3]1. Reported procedure: To a solution of 7 (0.48 g, 2.00 mmol) in 15 ml of methanol, methyl isocyanate (0.13 g, 2.20 mmol) was added slowly. The solution was stirred at 0° for 1 h, during which period, white crystals precipitated out. The product was collected by filtration, washed with cooled methanol, and dried, to give 0.54 g (90%). The compound softened at 114° and effervesced at 120°; TLC: Rf 0.38. Anal. (C12H18N4O5) C, H, N.